Task: describe an organic reaction: reactants, conditions, products, and yield. Dataset: the Open Reaction Database (ORD), a public repository of structured organic reaction records The reactants are CC(C)(C)OCC1OC(n2cnc3c(=O)[nH]c(N)nc32)([SiH](c2ccccc2)c2ccccc2)C(OCCO)C1O, CC(C)C(=O)Cl, C[Si](C)(C)Cl, CCOC(C)=O, O, c1ccncc1. The product is CC(C)C(=O)Nc1nc2c(ncn2C2([SiH](c3ccccc3)c3ccccc3)OC(COC(C)(C)C)C(O)C2OCCO)c(=O)[nH]1. Reaction SMILES: [C:1]([CH3:2])([CH3:3])([CH3:4])[O:5][CH2:6][CH:7]1[CH:8]([OH:40])[CH:9]([O:36][CH2:37][CH2:38][OH:39])[C:10]([n:12]2[cH:13][n:14][c:15]3[c:16](=[O:17])[nH:18][c:19]([NH2:20])[n:21][c:22]23)([SiH:23]([c:24]2[cH:25][cH:26][cH:27][cH:28][cH:29]2)[c:30]2[cH:31][cH:32][cH:33][cH:34][cH:35]2)[O:11]1.[C:52]([CH:53]([CH3:54])[CH3:55])(=[O:56])[Cl:57].[CH3:47][Si:48]([CH3:49])([CH3:50])[Cl:51].[CH3:58][CH2:59][O:60][C:61]([CH3:62])=[O:63].[OH2:64].[cH:41]1[cH:42][cH:43][n:44][cH:45][cH:46]1>>[C:1]([CH3:2])([CH3:3])([CH3:4])[O:5][CH2:6][CH:7]1[CH:8]([OH:40])[CH:9]([O:36][CH2:37][CH2:38][OH:39])[C:10]([n:12]2[cH:13][n:14][c:15]3[c:16](=[O:17])[nH:18][c:19]([NH:20][C:52]([CH:53]([CH3:54])[CH3:55])=[O:56])[n:21][c:22]23)([SiH:23]([c:24]2[cH:25][cH:26][cH:27][cH:28][cH:29]2)[c:30]2[cH:31][cH:32][cH:33][cH:34][cH:35]2)[O:11]1. Reactants: ice, Cl.ClCN1N=CC=C1 (1-chloromethyl pyrazole hydrochloric acid salt), aqueous solution, [OH-].[Na+] (sodium hydroxide), ClCC(=O)NC1=C(C=CC=C1OCC(F)(F)F)C (2-chloro-2'-methyl-6'-(2,2,2-trifluoroethoxy)acetanilide), ClCCl (dichloromethane), ClCCl (dichloromethane). The reagents and catalysts are [Cl-].C(C1=CC=CC=C1)[N+](CCCC)(CCCC)CCCC (benzyl tributyl ammonium chloride). Conditions: time 30 minute. Yields the product ClCC(=O)N(C1=C(C=CC=C1OCC(F)(F)F)C)CC1=NNC=C1 (2-chloro-2'-methyl-N-pyrazolylmethyl-6'-(2,2,2-trifluoroethoxy)acetanilide). RXN SMILES: [OH-].[Na+].[Cl:3][CH2:4][C:5]([NH:7][C:8]1[C:13]([O:14][CH2:15][C:16]([F:19])([F:18])[F:17])=[CH:12][CH:11]=[CH:10][C:9]=1[CH3:20])=[O:6].Cl.ClC[N:24]1[CH:28]=[CH:27][CH:26]=[N:25]1.Cl[CH2:30]Cl>[Cl-].C([N+](CCCC)(CCCC)CCCC)C1C=CC=CC=1>[Cl:3][CH2:4][C:5]([N:7]([CH2:30][C:26]1[CH:27]=[CH:28][NH:24][N:25]=1)[C:8]1[C:13]([O:14][CH2:15][C:16]([F:17])([F:18])[F:19])=[CH:12][CH:11]=[CH:10][C:9]=1[CH3:20])=[O:6] |f:0.1,3.4,6.7|. Procedure: To 14.2 g (178 mmol) of a 50% aqueous solution of sodium hydroxide, 60 ml of a dichloromethane solution containing 10 g (35.5 mol) of 2-chloro-2'-methyl-6'-(2,2,2-trifluoroethoxy)acetanilide was added under ice cooling. To the ice-cooled reaction mixture, 0.5 g of benzyl tributyl ammonium chloride was added, followed by addition of 10.9 g (71 mmol) of 1-chloromethyl pyrazole hydrochloric acid salt. Under cooling with ice, the mixture was agitated for 30 minutes, and then, it was further stirred ... The reactants are BrC=1C(=C(C=O)C=CC1)O (3-bromo-2-hydroxybenzaldehyde), ClCC(=O)N(C)C (2-chloro-N,N-dimethylacetamide), C([O-])([O-])=O.[K+].[K+] (potassium carbonate). The solvent is CN(C)C=O (DMF). RXN SMILES: [Br:1][C:2]1[C:3]([OH:10])=[C:4]([CH:7]=[CH:8][CH:9]=1)[CH:5]=O.Cl[CH2:12][C:13]([N:15]([CH3:17])[CH3:16])=[O:14].C(=O)([O-])[O-].[K+].[K+]>CN(C=O)C>[Br:1][C:2]1[C:3]2[O:10][C:12]([C:13]([N:15]([CH3:17])[CH3:16])=[O:14])=[CH:5][C:4]=2[CH:7]=[CH:8][CH:9]=1 |f:2.3.4|. Procedure: A mixture of 3-bromo-2-hydroxybenzaldehyde (5 g, 24.87 mmol), 2-chloro-N,N-dimethylacetamide (3.33 ml, 32.34 mmol) and potassium carbonate (6.88 g, 49.75 mmol) in DMF (60 ml) was heated at reflux for 1 h. The solids were filtered off and the filtrate was concentrated. The residue was taken up in ethyl acetate and washed with sat. NaCl(aq). The layers were separated and the aqueous layer was extracted with ethyl acetate (2×50 mL). The combined organic layer was dried with sodium sulfate, filtered... Yield: 99.4%. The product is BrC1=CC=CC=2C=C(OC21)C(=O)N(C)C (7-Bromo-N,N-dimethyl-benzofuran-2-carboxamide). Starting materials: Cl.Cl.OC(CONC(=N)C=1C=NC=CC1)CN1CCCCC1 (N-[2-hydroxy-3-(1-piperidinyl)propoxy]-3-pyridinecarboximidamide dihydrochloride). Solvent: S(=O)(Cl)Cl (thionyl chloride). Conditions: time 1 hour. Product: Cl.Cl.ClC(CONC(=N)C=1C=NC=CC1)CN1CCCCC1 (N-[2-chloro-3-(1-piperidinyl)propoxy]-3-pyridine-carboximidamide dihydrochloride). As a reaction SMILES: [ClH:1].Cl.O[CH:4]([CH2:16][N:17]1[CH2:22][CH2:21][CH2:20][CH2:19][CH2:18]1)[CH2:5][O:6][NH:7][C:8]([C:10]1[CH:11]=[N:12][CH:13]=[CH:14][CH:15]=1)=[NH:9]>S(Cl)(Cl)=O>[ClH:1].[ClH:1].[Cl:1][CH:4]([CH2:16][N:17]1[CH2:22][CH2:21][CH2:20][CH2:19][CH2:18]1)[CH2:5][O:6][NH:7][C:8]([C:10]1[CH:11]=[N:12][CH:13]=[CH:14][CH:15]=1)=[NH:9] |f:0.1.2,4.5.6|. Procedure details: 17.5 g (0.05 mole) of N-[2-hydroxy-3-(1-piperidinyl)propoxy]-3-pyridinecarboximidamide dihydrochloride was dissolved in 50 ml of thionyl chloride, boiled for one hour, then the mixture was evaporated to dryness. The residue was dissolved in 300 ml of methanol, treated with charcoal and after filtration the solvent was evaporated in reduced pressure. The residue was dissolved in the minimum amount of ethanol and refrigerated to yield crystalline N-[2-chloro-3-(1-piperidinyl)propoxy]-3-pyridine-ca... Reactants: Brc1ccc2c(c1)COC21CCCn2cncc21, CCOC(C)=O, CN1CCCC1=O, N#C[Cu], N. Product: N#Cc1ccc2c(c1)COC21CCCn2cncc21. Reaction SMILES: [Br:1][c:2]1[cH:3][c:4]2[c:5]([cH:17][cH:18]1)[C:6]1([O:7][CH2:8]2)[c:9]2[n:10]([cH:14][n:15][cH:16]2)[CH2:11][CH2:12][CH2:13]1.[CH3:23][CH2:24][O:25][C:26](=[O:27])[CH3:28].[CH3:29][N:30]1[CH2:31][CH2:32][CH2:33][C:34]1=[O:35].[Cu:19][C:20]#[N:21].[NH3:22]>>[c:2]1([C:20]#[N:21])[cH:3][c:4]2[c:5]([cH:17][cH:18]1)[C:6]1([O:7][CH2:8]2)[c:9]2[n:10]([cH:14][n:15][cH:16]2)[CH2:11][CH2:12][CH2:13]1. Reactants: C(C)(C)(C)P(C(C)(C)C)C(C)(C)C (tri(tert-butyl)phosphine), BrC1=CC=C(C=C1)C1=CC=C(C=C1)C=1C2=CC=CC=C2C(=C2C=CC=CC12)C1=CC=CC=C1 (9-(4′-bromobiphenyl-4-yl)-10-phenylanthracene), C1(=CC=CC=C1)NC1=CC=C(C=C1)C1=CC=C(N(C2=CC=CC=C2)C2=CC=CC=C2)C=C1 (N,N′,N′-triphenylbenzidine), CC(C)([O-])C.[Na+] (sodium tert-butoxide). Reagents/catalysts: C=1C=CC(=CC1)/C=C/C(=O)/C=C/C2=CC=CC=C2.C=1C=CC(=CC1)/C=C/C(=O)/C=C/C2=CC=CC=C2.[Pd] (bis(dibenzylideneacetone)palladium(0)). Solvent: C1(=CC=CC=C1)C (toluene), C1(=CC=CC=C1)C (toluene). The product is C1(=CC=CC=C1)C1=C2C=CC=CC2=C(C2=CC=CC=C12)C1=CC=C(C=C1)C1=CC=C(C=C1)N(C1=CC=C(C=C1)C1=CC=C(N(C2=CC=CC=C2)C2=CC=CC=C2)C=C1)C1=CC=CC=C1 (N-[4′-(10-phenyl-9-anthryl)biphenyl-4-yl]-N,N′,N′-triphenyl-benzidine). Yield: 50.0%. Reaction SMILES: BrC1C=CC([C:8]2[CH:13]=[CH:12][C:11]([C:14]3[C:15]4[C:20]([C:21]([C:28]5[CH:33]=[CH:32][CH:31]=[CH:30][CH:29]=5)=[C:22]5[C:27]=3[CH:26]=[CH:25][CH:24]=[CH:23]5)=[CH:19][CH:18]=[CH:17][CH:16]=4)=[CH:10][CH:9]=2)=CC=1.[C:34]1([NH:40][C:41]2[CH:46]=[CH:45][C:44]([C:47]3[CH:65]=[CH:64][C:50]([N:51]([C:58]4[CH:63]=[CH:62][CH:61]=[CH:60][CH:59]=4)[C:52]4[CH:57]=[CH:56][CH:55]=[CH:54][CH:53]=4)=[CH:49][CH:48]=3)=[CH:43][CH:42]=2)[CH:39]=[CH:38][CH:37]=[CH:36][CH:35]=1.C[C:67]([CH3:70])([O-])[CH3:68].[Na+].[C:72](P(C(C)(C)C)C(C)(C)C)(C)([CH3:74])[CH3:73]>C1C=CC(/C=C/C(/C=C/C2C=CC=CC=2)=O)=CC=1.C1C=CC(/C=C/C(/C=C/C2C=CC=CC=2)=O)=CC=1.[Pd].C1(C)C=CC=CC=1>[C:11]1([C:14]2[C:15]3[C:20](=[CH:19][CH:18]=[CH:17][CH:16]=3)[C:21]([C:28]3[CH:29]=[CH:30][C:31]([C:55]4[CH:56]=[CH:57][C:52]([N:51]([C:58]5[CH:59]=[CH:60][CH:61]=[CH:62][CH:63]=5)[C:50]5[CH:64]=[CH:65][C:47]([C:44]6[CH:45]=[CH:46][C:41]([N:40]([C:68]7[CH:67]=[CH:70][CH:74]=[CH:72][CH:73]=7)[C:34]7[CH:39]=[CH:38][CH:37]=[CH:36][CH:35]=7)=[CH:42][CH:43]=6)=[CH:48][CH:49]=5)=[CH:53][CH:54]=4)=[CH:32][CH:33]=3)=[C:22]3[C:27]=2[CH:26]=[CH:25][CH:24]=[CH:23]3)[CH:12]=[CH:13][CH:8]=[CH:9][CH:10]=1 |f:2.3,5.6.7|. Procedure: Into a 50 mL three-neck flask were put 1.1 g (2.2 mmol) of 9-(4′-bromobiphenyl-4-yl)-10-phenylanthracene, 0.93 g (2.2 mmol) of N,N′,N′-triphenylbenzidine (abbreviation: DPBA), and 1.0 g (10 mmol) of sodium tert-butoxide, and the atmosphere in the flask was replaced with nitrogen. Then, 15 mL of toluene and 0.10 mL of tri(tert-butyl)phosphine (10 wt % hexane solution) were added into this mixture. After this mixture was degassed under reduced pressure while being stirred, 58 mg (0.10 mmol) of bis... The yield is 39.6%. Yields the product N1C=NC(=C1)C1CC(=NO1)C1=CC(=NC(=N1)C)C(=O)NCC1=CC(=C(C=C1)F)OC (6-(5-(1H-imidazol-4-yl)-4,5-dihydroisoxazol-3-yl)-N-(4-fluoro-3-methoxybenzyl)-2-methylpyrimidine-4-carboxamide). Conditions: time 4 hour. Reported procedure: To a cold solution of N-(4-fluoro-3-methoxybenzyl)-6-((hydroxyimino)methyl)-2-methylpyrimidine-4-carboxamide (0.2 g, 0.628 mmol, Preparation #9,) and 1-trityl-4-vinyl-1H-imidazole (Organic Letters 2001, 3, 1319-1322) in DCM (20 mL) was added sodium hypochlorite solution (2.0 mL, Sd Fine Chem.) dropwise for about 10 min at RT and stirred for about another 1 h. The reaction mixture was diluted with DCM (30 mL) and washed with water (2×20 mL). The organic layer was dried over sodium sulphate and ev... Starting materials: FC1=C(C=C(CNC(=O)C2=NC(=NC(=C2)C2=NOC(C2)C=2N=CN(C2)C(C2=CC=CC=C2)(C2=CC=CC=C2)C2=CC=CC=C2)C)C=C1)OC (N-(4-fluoro-3-methoxybenzyl)-2-methyl-6-(5-(1-trityl-1H-imidazol-4-yl)-4,5-dihydroisoxazol-3-yl)pyrimidine-4-carboxamide), Cl (HCl). Solvent: CO (methanol). RXN SMILES: [F:1][C:2]1[CH:47]=[CH:46][C:5]([CH2:6][NH:7][C:8]([C:10]2[CH:15]=[C:14]([C:16]3[CH2:20][CH:19]([C:21]4[N:22]=[CH:23][N:24](C(C5C=CC=CC=5)(C5C=CC=CC=5)C5C=CC=CC=5)[CH:25]=4)[O:18][N:17]=3)[N:13]=[C:12]([CH3:45])[N:11]=2)=[O:9])=[CH:4][C:3]=1[O:48][CH3:49].Cl>CO>[NH:24]1[CH:25]=[C:21]([CH:19]2[O:18][N:17]=[C:16]([C:14]3[N:13]=[C:12]([CH3:45])[N:11]=[C:10]([C:8]([NH:7][CH2:6][C:5]4[CH:46]=[CH:47][C:2]([F:1])=[C:3]([O:48][CH3:49])[CH:4]=4)=[O:9])[CH:15]=3)[CH2:20]2)[N:22]=[CH:23]1.